From a dataset of the Open Reaction Database (ORD), a public repository of structured organic reaction records. describe an organic reaction: reactants, conditions, products, and yield Product: OCCNCP(O)(O)=O (N-(2-Hydroxylethyl)aminomethylphosphonic acid). RXN SMILES: [CH2:1]=O.[CH2:3]([CH2:5][NH2:6])[OH:4].C([O:10][P:11]([O-:16])[O:12]C(C)C)(C)C>C(O)(C)C>[OH:4][CH2:3][CH2:5][NH:6][CH2:1][P:11](=[O:16])([OH:12])[OH:10]. Procedure details: A solution of paraformaldehyde (4.0 g, 0.13 mol), ethanolamine (6 mL, 0.097 mol), diisopropylphosphite (17 g, 0.1 mol) and 50 ml of isopropanol was stirred at 120° C. for 16 hours. The solution was concentrated to dryness and 17 ml of 50% NaOH was added. The solution was heated at reflux for 16 h, cooled to room temperature and concentrated under vacuum. Water (100 mL) was added to homogenize the mixture. The reaction was analyzed by 31P NMR in D2O at pH=0.8. N-(2-Hydroxylethyl)aminomethylphosph... Run in C(C)(C)O (isopropanol). Yield: 33.0%. The reactants are C=O (paraformaldehyde), C(O)CN (ethanolamine), C(C)(C)OP(OC(C)C)[O-] (diisopropylphosphite). The reactants are ClC1=CC=C2C(=C(C=NC2=C1)[N+](=O)[O-])O (7-Chloro-3-nitro-4-hydroxyquinoline), C([O-])(O)=O.[Na+] (sodium bicarbonate), O.O.[Sn](Cl)Cl (tin (II) chloride dihydrate), C(C)O (ethanol). Run in O (water). The product is NC=1C=NC2=CC(=CC=C2C1O)Cl (3-amino-7-chloro-4-hydroxyquinoline). Isolated yield 46.2%. As a reaction SMILES: [Cl:1][C:2]1[CH:11]=[C:10]2[C:5]([C:6]([OH:15])=[C:7]([N+:12]([O-])=O)[CH:8]=[N:9]2)=[CH:4][CH:3]=1.O.O.[Sn](Cl)Cl.C(O)C.C(=O)(O)[O-].[Na+]>O>[NH2:12][C:7]1[CH:8]=[N:9][C:10]2[C:5]([C:6]=1[OH:15])=[CH:4][CH:3]=[C:2]([Cl:1])[CH:11]=2 |f:1.2.3,5.6|. Procedure details: 7-Chloro-3-nitro-4-hydroxyquinoline (4.48 g, 20 mmol), tin (II) chloride dihydrate (22.6 g, 100 mmol) and ethanol (200 mL) were combined and then heated at reflux for 4 hours. The reaction mixture was cooled to ambient temperature and then poured into water (250 mL). The mixture was brought to neutral pH by the addition of saturated sodium bicarbonate and then filtered to remove tin salts. The filtrate was extracted with ethyl acetate. The combined organic fractions were dried over magnesium sul... Starting materials: BrCC1(OC2=C(C1)C(=CC(=C2C)C)C)C (2-Bromomethyl-2,4,6,7-tetramethyl-2,3-dihydrobenzofuran), [C-]#N.[Na+] (Sodium cyanide). Run in O (water). Conditions: temperature 80 celsius, time 18 hour. The product is C(#N)CC1(OC2=C(C1)C(=CC(=C2C)C)C)C (2-Cyanomethyl-2,4,6,7-tetramethyl-2,3-dihydrobenzofuran). Isolated yield 102.4%. Reaction SMILES: Br[CH2:2][C:3]1([CH3:15])[CH2:7][C:6]2[C:8]([CH3:14])=[CH:9][C:10]([CH3:13])=[C:11]([CH3:12])[C:5]=2[O:4]1.[C-:16]#[N:17].[Na+]>O>[C:16]([CH2:2][C:3]1([CH3:15])[CH2:7][C:6]2[C:8]([CH3:14])=[CH:9][C:10]([CH3:13])=[C:11]([CH3:12])[C:5]=2[O:4]1)#[N:17] |f:1.2|. Procedure details: 2-Bromomethyl-2,4,6,7-tetramethyl-2,3-dihydrobenzofuran (6.5 g, 18.6 mmol) was dissolved in dimethylsufoxide (30 ml). Sodium cyanide (1.43 g, 88 mmol) was added and the resulting mixture was stirred at 80° C. for 18 hours. The reaction mixture was diluted with water and the product was extracted with ethyl acetate. The extract was washed with water, dried and concentrated. The residue was purified by column chromatography on silica gel (hexaneisopropyl ether, 2:1). The crude crystals obtained we... The reactants are COC(CCNC(C1=CC=C(C=C1)C(CC(C)C)OC1=CC(=C(C(=C1)C)Br)C)=O)=O (3-{4-[1-(4-bromo-3,5-dimethyl-phenoxy)-3-methyl-butyl]-benzoylamino}-propionic acid methyl ester), C(C)(C)C1=CC=C(C=C1)B(O)O (4-isopropylphenylboronic acid). The product is C(C)(C)C1=CC=C(C=C1)C1=C(C=C(C=C1C)OC(CC(C)C)C1=CC=C(C(=O)NCCC(=O)O)C=C1)C (3-{4-[1-(4′-Isopropyl-2,6-dimethyl-biphenyl-4-yloxy)-3-methyl-butyl]-benzoylamino}-propionic acid). Reaction SMILES: C[O:2][C:3](=[O:30])[CH2:4][CH2:5][NH:6][C:7](=[O:29])[C:8]1[CH:13]=[CH:12][C:11]([CH:14]([O:19][C:20]2[CH:25]=[C:24]([CH3:26])[C:23](Br)=[C:22]([CH3:28])[CH:21]=2)[CH2:15][CH:16]([CH3:18])[CH3:17])=[CH:10][CH:9]=1.[CH:31]([C:34]1[CH:39]=[CH:38][C:37](B(O)O)=[CH:36][CH:35]=1)([CH3:33])[CH3:32]>>[CH:31]([C:34]1[CH:39]=[CH:38][C:37]([C:23]2[C:24]([CH3:26])=[CH:25][C:20]([O:19][CH:14]([C:11]3[CH:10]=[CH:9][C:8]([C:7]([NH:6][CH2:5][CH2:4][C:3]([OH:2])=[O:30])=[O:29])=[CH:13][CH:12]=3)[CH2:15][CH:16]([CH3:18])[CH3:17])=[CH:21][C:22]=2[CH3:28])=[CH:36][CH:35]=1)([CH3:33])[CH3:32]. Procedure details: This compound is made in a manner substantially similar to Example 117 using isomer 1 of 3-{4-[1-(4-bromo-3,5-dimethyl-phenoxy)-3-methyl-butyl]-benzoylamino}-propionic acid methyl ester and 4-isopropylphenylboronic acid as starting materials in step D. MS (ES): 502.2 [M+H]+. Starting materials: Cl, Cl, O=C(CCN1CCCCC1)c1ccccc1, NO, [Na+], [Na+], [OH-], O, O=C([O-])O. The product is ON=C(CCN1CCCCC1)c1ccccc1. RXN SMILES: [ClH:18].[ClH:1].[N:2]1([CH2:8][CH2:9][C:10](=[O:11])[c:12]2[cH:13][cH:14][cH:15][cH:16][cH:17]2)[CH2:3][CH2:4][CH2:5][CH2:6][CH2:7]1.[NH2:19][OH:20].[Na+:21].[Na+:27].[OH-:26].[OH2:28].[OH:22][C:23](=[O:24])[O-:25]>>[N:2]1([CH2:8][CH2:9][C:10]([c:12]2[cH:13][cH:14][cH:15][cH:16][cH:17]2)=[N:19][OH:20])[CH2:3][CH2:4][CH2:5][CH2:6][CH2:7]1. Reactants: ClC1=C(C=C(C=C1)S(=O)(=O)N)[N+](=O)[O-] (4-chloro-3-nitrobenzenesulfonamide), CCN(C(C)C)C(C)C (Hunig's base), CN(CCN(C)C)C (N1, N1,N2,N2-tetramethylethane-1,2-diamine), O1CCC(CC1)CN ((tetrahydro-2H-pyran-4-yl)methanamine), Cl.Cl.CN1CCN(CC1)N (4-methylpiperazin-1-amine dihydrochloride). The product is ClC=1C=C(C=CC1NCC1CCOCC1)S(=O)(=O)N (3-chloro-4-((tetrahydro-2H-pyran-4-yl)methylamino)benzenesulfonamide). RXN SMILES: Cl[C:2]1[CH:7]=[CH:6][C:5]([S:8]([NH2:11])(=[O:10])=[O:9])=[CH:4][C:3]=1[N+]([O-])=O.[O:15]1[CH2:20][CH2:19][CH:18]([CH2:21][NH2:22])[CH2:17][CH2:16]1.[ClH:23].Cl.CN1CCN(N)CC1.CCN(C(C)C)C(C)C.CN(C)CCN(C)C>>[Cl:23][C:3]1[CH:4]=[C:5]([S:8]([NH2:11])(=[O:10])=[O:9])[CH:6]=[CH:7][C:2]=1[NH:22][CH2:21][CH:18]1[CH2:19][CH2:20][O:15][CH2:16][CH2:17]1 |f:2.3.4|. Procedure details: The title compound was prepared by substituting 4-fluoro-3-chlorobenzenesulfonamide for 4-chloro-3-nitrobenzenesulfonamide, (tetrahydro-2H-pyran-4-yl)methanamine for 4-methylpiperazin-1-amine dihydrochloride and Hunig's base for N1, N1,N2,N2-tetramethylethane-1,2-diamine in EXAMPLE 6A. RXN SMILES: [C:1]([O:5][C:6](=[O:37])[CH2:7][N:8]1[C:14](=[O:15])[CH:13]([N:16]2C(=O)C3=CC=CC=C3C2=O)[CH2:12][S:11][CH:10]([C:27]2[C:36]3[C:31](=[CH:32][CH:33]=[CH:34][CH:35]=3)[CH:30]=[CH:29][CH:28]=2)[CH2:9]1)([CH3:4])([CH3:3])[CH3:2].CNN>C(Cl)Cl.CO>[NH2:16][CH:13]1[CH2:12][S:11][CH:10]([C:27]2[C:36]3[C:31](=[CH:32][CH:33]=[CH:34][CH:35]=3)[CH:30]=[CH:29][CH:28]=2)[CH2:9][N:8]([CH2:7][C:6]([O:5][C:1]([CH3:3])([CH3:2])[CH3:4])=[O:37])[C:14]1=[O:15]. Solvent: C(Cl)Cl (methylene chloride), CO (methanol). The reactants are C(C)(C)(C)OC(CN1CC(SCC(C1=O)N1C(C=2C(C1=O)=CC=CC2)=O)C2=CC=CC1=CC=CC=C21)=O (t-butyl[2-(1-naphthyl)-5-oxo-6-phthalimidoperhydro-1,4-thiazepin-4-yl]acetate), CNN (methylhydrazine). Reported procedure: To a solution of 2.5 g of t-butyl[2-(1-naphthyl)-5-oxo-6-phthalimidoperhydro-1,4-thiazepin-4-yl]acetate [prepared as described in step (f) above] in a mixture of 20 ml of methylene chloride and 2 ml of methanol was added 0.77 ml of methylhydrazine, and the reaction mixture was allowed to stand for 2 days at room temperature. The reaction mixture was then concentrated by evaporation under reduced pressure, 15 ml of methylene chloride were added to the residue and the mixture was stirred. The resu... Run at time 2 day. Product: NC1C(N(CC(SC1)C1=CC=CC2=CC=CC=C12)CC(=O)OC(C)(C)C)=O (t-Butyl α-[6-amino-2-(1-naphthyl)-5-oxoperhydro-1,4-thiazepin-4-yl]acetate). The yield is 102.7%.